From a dataset of the Open Reaction Database (ORD), a public repository of structured organic reaction records. describe an organic reaction: reactants, conditions, products, and yield Reactants: NS(=O)(=O)c1ccc(Nc2cc(-c3cccc(Br)c3)n[nH]2)cc1, C1COCCN1, O=C(C=Cc1ccccc1)C=Cc1ccccc1, O=C(C=Cc1ccccc1)C=Cc1ccccc1, O=C(C=Cc1ccccc1)C=Cc1ccccc1, C1COCCO1, [Pd], [Pd]. Product: NS(=O)(=O)c1ccc(Nc2cc(-c3cccc(N4CCOCC4)c3)n[nH]2)cc1. Reaction SMILES: [Br:1][c:2]1[cH:3][c:4](-[c:8]2[cH:9][c:10]([NH:13][c:14]3[cH:15][cH:16][c:17]([S:20](=[O:21])(=[O:22])[NH2:23])[cH:18][cH:19]3)[nH:11][n:12]2)[cH:5][cH:6][cH:7]1.[CH2:24]1[CH2:25][O:26][CH2:27][CH2:28][NH:29]1.[O:32]=[C:33]([CH:34]=[CH:35][c:36]1[cH:37][cH:38][cH:39][cH:40][cH:41]1)[CH:42]=[CH:43][c:44]1[cH:45][cH:46][cH:47][cH:48][cH:49]1.[O:50]=[C:51]([CH:52]=[CH:53][c:54]1[cH:55][cH:56][cH:57][cH:58][cH:59]1)[CH:60]=[CH:61][c:62]1[cH:63][cH:64][cH:65][cH:66][cH:67]1.[O:68]=[C:69]([CH:70]=[CH:71][c:72]1[cH:73][cH:74][cH:75][cH:76][cH:77]1)[CH:78]=[CH:79][c:80]1[cH:81][cH:82][cH:83][cH:84][cH:85]1.[O:86]1[CH2:87][CH2:88][O:89][CH2:90][CH2:91]1.[Pd:30].[Pd:31]>>[c:2]1([N:29]2[CH2:24][CH2:25][O:26][CH2:27][CH2:28]2)[cH:3][c:4](-[c:8]2[cH:9][c:10]([NH:13][c:14]3[cH:15][cH:16][c:17]([S:20](=[O:21])(=[O:22])[NH2:23])[cH:18][cH:19]3)[nH:11][n:12]2)[cH:5][cH:6][cH:7]1. The solvent is C(Cl)Cl (DCM). The reactants are C(C1=CC=CC=C1)(=O)NCCN(C1CCN(CC1)C(=O)OCC=C)CCC1=CC=C(C=C1)Cl (allyl 4-((2-benzamidoethyl)(4-chlorophenethyl)amino)piperidine-1-carboxylate), C1(=CC=CC=C1)[SiH3] (PhSiH3). Reaction SMILES: [C:1]([NH:9][CH2:10][CH2:11][N:12]([CH2:25][CH2:26][C:27]1[CH:32]=[CH:31][C:30]([Cl:33])=[CH:29][CH:28]=1)[CH:13]1[CH2:18][CH2:17][N:16](C(OCC=C)=O)[CH2:15][CH2:14]1)(=[O:8])[C:2]1[CH:7]=[CH:6][CH:5]=[CH:4][CH:3]=1.C1([SiH3])C=CC=CC=1>C(Cl)Cl>[Cl:33][C:30]1[CH:29]=[CH:28][C:27]([CH2:26][CH2:25][N:12]([CH:13]2[CH2:14][CH2:15][NH:16][CH2:17][CH2:18]2)[CH2:11][CH2:10][NH:9][C:1](=[O:8])[C:2]2[CH:7]=[CH:6][CH:5]=[CH:4][CH:3]=2)=[CH:32][CH:31]=1. Reported procedure: The solution of allyl 4-((2-benzamidoethyl)(4-chlorophenethyl)amino)piperidine-1-carboxylate, PhSiH3 (5 equiv) in DCM (8 mL/mmol) was degassed for 10 min by bubbling argon through the inserted needle, prior to the addition of Pd(Ph3P)4 (5 mol %). After 20 min TLC indicated completion of reaction. The reaction was concentrated and was purified by column chromatography in DCM/MeOH solvent system (gradient 100:1 to 10:1) to give pure product in a form of an off-white solid. Yields the product ClC1=CC=C(CCN(CCNC(C2=CC=CC=C2)=O)C2CCNCC2)C=C1 (N-(2-((4-chlorophenethyl)(piperidin-4-yl)amino)ethyl)benzamide). Starting materials: O (water), C1(CCCCC1)[Si](Cl)(C)C (cyclohexyldimethylchlorosilane), N1C=NC=C1 (imidazole), C1C(CC2=CC=CC=C12)=O (2-indanone). The solvent is CN(C)C=O (DMF). Run at time 8 hour. Product: C1(CCCCC1)[Si](OC=1CC2=CC=CC=C2C1)(C)C (2-(cyclohexyldimethylsiloxy)indene). Yield: 68.8%. Reaction SMILES: [CH:1]1([Si:7]([CH3:10])([CH3:9])Cl)[CH2:6][CH2:5][CH2:4][CH2:3][CH2:2]1.N1C=CN=C1.[CH2:16]1[C:24]2[C:19](=[CH:20][CH:21]=[CH:22][CH:23]=2)[CH2:18][C:17]1=[O:25].O>CN(C=O)C>[CH:1]1([Si:7]([CH3:10])([CH3:9])[O:25][C:17]2[CH2:18][C:19]3[C:24]([CH:16]=2)=[CH:23][CH:22]=[CH:21][CH:20]=3)[CH2:6][CH2:5][CH2:4][CH2:3][CH2:2]1. Reported procedure: A solution of cyclohexyldimethylchlorosilane (84.62 g, 478.7 mmol) and imidazole (32.59 g, 478.7 mmol) in DMF (300 mL) was reacted with 2-indanone (57.62 g, 436.0 mmol). The reaction mixture was stirred overnight at room temperature, treated with water (300 mL) and extracted with Et2O (3×200 mL). The combined organic phases were washed with water (3×300 mL) and dried over sodium sulfate. The solvents were removed to leave an orange oil. Distillation under reduced pressure gave 81.67 g (68.8%) of... Starting materials: COC1=C(C(=C(C(=C1)C)OC)C)C (1,4-Dimethoxy-2,3,5-trimethylbenzene), COC(Cl)Cl (dichloromethyl methyl ether). The reagents and catalysts are [Ti](Cl)(Cl)(Cl)Cl (titanium tetrachloride). Run in C(Cl)Cl (CH2Cl2), C(Cl)Cl (CH2Cl2). Yields the product COC1=C(C=O)C(=C(C(=C1C)C)OC)C (2,5-dimethoxy-3,4,6-trimethylbenzaldehyde). As a reaction SMILES: C[O:2][C:3]1[CH:8]=[C:7]([CH3:9])[C:6]([O:10][CH3:11])=[C:5]([CH3:12])[C:4]=1[CH3:13].[CH3:14][O:15][CH:16](Cl)Cl>C(Cl)Cl.[Ti](Cl)(Cl)(Cl)Cl>[CH3:14][O:15][C:16]1[C:4]([CH3:13])=[C:5]([CH3:12])[C:6]([O:10][CH3:11])=[C:7]([CH3:9])[C:8]=1[CH:3]=[O:2]. Reported procedure: 1,4-Dimethoxy-2,3,5-trimethylbenzene, 9.00 g (50 mmole), was dissolved in CH2Cl2 (60 ml) and stirred with ice-cooling. After addition of 14.4 g (50×2.5 mmole) of dichloromethyl methyl ether, 13.8 ml (50×2.5 mmole) of titanium tetrachloride dissolved in CH2Cl2 (30 ml) was added dropwise over 15 minutes. After stirring for further 15 minutes with ice-cooling, the ice bath was removed and the mixture was stirred at room temperature for 4 hours. The reaction mixture was poured into crashed ice (abou... The reactants are C(C)(=O)O[C@H]1[C@H](OC2=C(C=CC=C2)C(C)=O)SC[C@H]([C@@H]1OC(C)=O)OC(C)=O (2-acetylphenyl 2,3,4-tri-O-acetyl-5-thio-β-D-xylopyranoside), solution, C[O-].[Na+] (sodium methylate). Run in CO (methanol), CO (methanol). Product: O([C@H]1[C@H](O)[C@@H](O)[C@H](O)CS1)C1=C(C=CC=C1)C(C)=O (2-acetylphenyl 5-thio-β-D-xylopyranoside). Yield: 83.7%. RXN SMILES: C([O:4][C@@H:5]1[C@@H:20]([O:21]C(=O)C)[C@H:19]([O:25]C(=O)C)[CH2:18][S:17][C@H:6]1[O:7][C:8]1[CH:13]=[CH:12][CH:11]=[CH:10][C:9]=1[C:14](=[O:16])[CH3:15])(=O)C.C[O-].[Na+]>CO>[O:7]([C:8]1[CH:13]=[CH:12][CH:11]=[CH:10][C:9]=1[C:14](=[O:16])[CH3:15])[C@@H:6]1[S:17][CH2:18][C@@H:19]([OH:25])[C@H:20]([OH:21])[C@H:5]1[OH:4] |f:1.2|. Reported procedure: If the procedure described in Preparation LXXXIV is followed starting from 0.88 g (2.1.10-3 mol) of 2-acetylphenyl 2,3,4-tri-O-acetyl-5-thio-β-D-xylopyranoside and 0.1 ml of a solution of sodium methylate in methanol (8% w/v of Na), reacted in 50 ml of methanol for 30 min, 0.51 g (yield: 84%) of the expected product is obtained after purification by chromatography on silica gel using a chloroform/methanol mixture (12/1 v/v) as the eluent, and lyophilization. Reactants: CC(C)(C)O, [Cl-], N=O, O, OO, CC1(C)CC(O)CC(C)(C)N1O, O=C(O)CN(CCN(CC(=O)O)CC(=O)O)CC(=O)O. The product is CC(C)(O)CON1C(C)(C)CC(O)CC1(C)C. Reaction SMILES: [C:38]([CH3:39])([CH3:40])([CH3:41])[OH:42].[Cl-:35].[NH:36]=[O:37].[OH2:43].[OH:1][OH:2].[OH:23][CH:24]1[CH2:25][C:26]([CH3:33])([CH3:34])[N:27]([OH:32])[C:28]([CH3:30])([CH3:31])[CH2:29]1.[OH:3][C:4]([CH2:5][N:6]([CH2:7][C:8](=[O:9])[OH:10])[CH2:11][CH2:12][N:13]([CH2:14][C:15](=[O:16])[OH:17])[CH2:18][C:19](=[O:20])[OH:21])=[O:22]>>[OH:23][CH:24]1[CH2:25][C:26]([CH3:33])([CH3:34])[N:27]([O:32][CH2:39][C:38]([CH3:40])([CH3:41])[OH:42])[C:28]([CH3:30])([CH3:31])[CH2:29]1. The reactants are S(=O)(Cl)Cl (thionyl chloride), N1(N=CC=C1)C=1C(=C(C(=O)O)C=CC1S(=O)(=O)C)C (3-(pyrazol-1-yl)-2-methyl-4-(methylsulfonyl)benzoic acid), CN1N=NN=C1N (1-methyl-5-aminotetrazole), Cl (HCl). The reagents and catalysts are CN(C)C=1C=CN=CC1 (DMAP). Run in N1=CC=CC=C1 (pyridine), O (water). Run at time 12 hour. Product: N1(N=CC=C1)C=1C(=C(C(=O)NC2=NN=NN2C)C=CC1S(=O)(=O)C)C (3-(pyrazol-1-yl)-2-methyl-4-(methylsulfonyl)-N-(1-methyltetrazol-5-yl)benzamide). RXN SMILES: S(Cl)(Cl)=O.[N:5]1([C:10]2[C:11]([CH3:23])=[C:12]([CH:16]=[CH:17][C:18]=2[S:19]([CH3:22])(=[O:21])=[O:20])[C:13](O)=[O:14])[CH:9]=[CH:8][CH:7]=[N:6]1.[CH3:24][N:25]1[C:29]([NH2:30])=[N:28][N:27]=[N:26]1.Cl>CN(C1C=CN=CC=1)C.N1C=CC=CC=1.O>[N:5]1([C:10]2[C:11]([CH3:23])=[C:12]([CH:16]=[CH:17][C:18]=2[S:19]([CH3:22])(=[O:21])=[O:20])[C:13]([NH:30][C:29]2[N:25]([CH3:24])[N:26]=[N:27][N:28]=2)=[O:14])[CH:9]=[CH:8][CH:7]=[N:6]1. Reported procedure: At RT, 178 mg (1.5 mmol) of thionyl chloride are added to 280 mg (1.0 mmol) of 3-(pyrazol-1-yl)-2-methyl-4-(methylsulfonyl)benzoic acid, 148 mg (1.5 mmol) of 1-methyl-5-aminotetrazole and 12 mg (0.1 mmol) of DMAP in 2 ml of pyridine. The mixture is stirred at RT for 12 h and, after having been checked by LCMS, stirred at 50° C. for 3 h. 0.1 ml of water is then added, the mixture is stirred at RT for 30 min and 2N HCl is added. The product is filtered off with suction and dried. Yield 134 mg (37%... Starting materials: C1(O)=CC=C(O)C=C1 (hydroquinone), C1(O)=CC=C(O)C=C1 (hydroquinone), CC(=O)C (acetone), CCCCCCC (heptane), CCCCCCC (heptane). Yields the product CC1(C2CCC(O1)(CC2)C)C (1.8-cineole). RXN SMILES: [C:1]1([CH:8]=[CH:7][C:5]([OH:6])=[CH:4][CH:3]=1)O.[CH3:9][CH2:10][CH2:11]CCCC.[CH3:16]C(C)=O>>[CH3:9][C:10]1([CH3:11])[O:6][C:5]2([CH3:16])[CH2:7][CH2:8][CH:1]1[CH2:3][CH2:4]2. Reported procedure: Crystalline anhydrous hydroquinone (19.5 g) was added to a 1 cm diameter jacketed glass chromatography column filled with heptane. The heptane was then drained to the level of the top of the packed hydroquinone, cold acetone poured into the jacket to chill the column contents below -10° C., and Unitene-D (20 g) added. The column contents were then eluted with heptane (about 250 ml) with continued chilling over 2 hours. This removed most of the undesirable components of the feed. The jacket was t... Reactants: CCCCCCCC(=O)Cl, CN(C)c1ccncc1, Cl, O, NS(=O)(=O)c1nc2ccc(O)cc2s1, c1ccncc1. Yields the product CCCCCCCC(=O)Oc1ccc2nc(S(N)(=O)=O)sc2c1. Reaction SMILES: [C:15]([CH2:16][CH2:17][CH2:18][CH2:19][CH2:20][CH2:21][CH3:22])(=[O:23])[Cl:24].[CH3:27][N:28]([CH3:29])[c:30]1[cH:31][cH:32][n:33][cH:34][cH:35]1.[ClH:26].[OH2:25].[OH:1][c:2]1[cH:3][c:4]2[c:5]([n:6][c:7]([S:9](=[O:10])(=[O:11])[NH2:12])[s:8]2)[cH:13][cH:14]1.[cH:36]1[cH:37][cH:38][n:39][cH:40][cH:41]1>>[O:1]([c:2]1[cH:3][c:4]2[c:5]([n:6][c:7]([S:9](=[O:10])(=[O:11])[NH2:12])[s:8]2)[cH:13][cH:14]1)[C:15]([CH2:16][CH2:17][CH2:18][CH2:19][CH2:20][CH2:21][CH3:22])=[O:23]. Reactants: CCCCCC, N#Cc1c(F)cccc1F, [H][H]. The product is NCc1c(F)cccc1F. As a reaction SMILES: [CH3:13][CH2:14][CH2:15][CH2:16][CH2:17][CH3:18].[F:1][c:2]1[c:3]([C:4]#[N:5])[c:6]([F:10])[cH:7][cH:8][cH:9]1.[H:11][H:12]>>[F:1][c:2]1[c:3]([CH2:4][NH2:5])[c:6]([F:10])[cH:7][cH:8][cH:9]1.